This data is from the Open Reaction Database (ORD), a public repository of structured organic reaction records. The task is: describe an organic reaction: reactants, conditions, products, and yield The reactants are ClC1=NC(=NC(=C1)C(F)(F)F)C1=NC=CC=C1 (4-chloro-2-(2-pyridinyl)-6-(trifluoromethyl)pyrimidine), FC(OC=1C=C(N)C=CC1)(F)F (3-trifluoromethoxyaniline), Cl (HCl). Run in O.C(C)O (water ethanol). Product: Cl.FC(OC=1C=C(NC2=NC(=NC(=C2)C(F)(F)F)C2=NC=CC=C2)C=CC1)(F)F (4-(3-Trifluoromethoxyanilino)-2-(2-pyridinyl)-6-(trifluoromethyl)pyrimidine hydrochloride). Isolated yield 54.9%. As a reaction SMILES: [Cl:1][C:2]1[CH:7]=[C:6]([C:8]([F:11])([F:10])[F:9])[N:5]=[C:4]([C:12]2[CH:17]=[CH:16][CH:15]=[CH:14][N:13]=2)[N:3]=1.[F:18][C:19]([F:29])([F:28])[O:20][C:21]1[CH:22]=[C:23]([CH:25]=[CH:26][CH:27]=1)[NH2:24].Cl>O.C(O)C>[ClH:1].[F:18][C:19]([F:28])([F:29])[O:20][C:21]1[CH:22]=[C:23]([CH:25]=[CH:26][CH:27]=1)[NH:24][C:2]1[CH:7]=[C:6]([C:8]([F:11])([F:10])[F:9])[N:5]=[C:4]([C:12]2[CH:17]=[CH:16][CH:15]=[CH:14][N:13]=2)[N:3]=1 |f:3.4,5.6|. Procedure: A mixture of 4-chloro-2-(2-pyridinyl)-6-(trifluoromethyl)pyrimidine (25 mg, 0.096 mmol), 3-trifluoromethoxyaniline (19 μl, 0.144 mmol), and 2N HCl (75 μl) in water:ethanol (2:1, 5 ml) was refluxed for 24 h. The mixture was cooled to room temperature and the resulting precipitate was filtered, washed with water, water:ethanol (2:1) and dried to give a yellow solid (23 mg, 59%). 1H NMR (CDCl3): 8.88–8.85 (m, 1H), 8.59–8.55 (m, 1H), 7.93–7.87 (m, 1H), 7.59 (s, 1H), 7.48 (t, J=8.3 Hz, 1H), 7.45 (dd,... Reactants: C(C)(C)N(C(C)C)CC (N,N-diisopropylethylamine), C1CCOC1 (THF), N1(CC1)[C@]12[C@@H]([C@H]3CC[C@@H]4[C@]5(CC=C(C([C@@H]5CC[C@]4([C@@]3(CC1)C)C)(C)C)C1=CC=C(C(=O)OC)C=C1)C)[C@@H](CC2)C(=C)C (Methyl 4-((1R,3aS,5aR,5bR,7aR,11aS,11bR,13aR,13bR)-3a-(aziridin-1-yl)-5a,5b,8,8,11a-pentamethyl-1-(prop-1-en-2-yl)-2,3,3a,4,5,5a,5b,6,7,7a,8,11,11a,11b,12,13,13a,13b-octadecahydro-1H-cyclopenta[a]chrysen-9-yl)benzoate), (1S,4S)-2-oxa-5-azabicyclo[2.2.1]heptane, HCl. Conditions: temperature 100 celsius, time 68 hour. Product: [C@@H]12OC[C@@H](N(C1)CCN[C@]13[C@@H]([C@H]4CC[C@@H]5[C@]6(CC=C(C([C@@H]6CC[C@]5([C@@]4(CC1)C)C)(C)C)C1=CC=C(C(=O)OC)C=C1)C)[C@@H](CC3)C(=C)C)C2 (methyl 4-((1R,3aS,5aR,5bR,7aR,11aS,11bR,13aR,13bR)-3a-((2-((1S,4S)-2-oxa-5-azabicyclo[2.2.1]heptan-5-yl)ethyl)amino)-5a,5b,8,8,11a-pentamethyl-1-(prop-1-en-2-yl)-2,3,3a,4,5,5a,5b,6,7,7a,8,11,11a,11b,12,13,13a,13b-octadecahydro-1H-cyclopenta[a]chrysen-9-yl)benzoate). The yield is 32.4%. As a reaction SMILES: [N:1]1([C@:4]23[CH2:39][CH2:38][C@@H:37]([C:40]([CH3:42])=[CH2:41])[C@@H:5]2[C@@H:6]2[C@@:19]([CH3:22])([CH2:20][CH2:21]3)[C@@:18]3([CH3:23])[C@@H:9]([C@:10]4([CH3:36])[C@@H:15]([CH2:16][CH2:17]3)[C:14]([CH3:25])([CH3:24])[C:13]([C:26]3[CH:35]=[CH:34][C:29]([C:30]([O:32][CH3:33])=[O:31])=[CH:28][CH:27]=3)=[CH:12][CH2:11]4)[CH2:8][CH2:7]2)CC1.[CH:43]([N:46]([CH2:50][CH3:51])[CH:47]([CH3:49])[CH3:48])([CH3:45])C.C1C[O:55]CC1>>[C@H:45]12[CH2:48][C@H:47]([N:46]([CH2:50][CH2:51][NH:1][C@:4]34[CH2:39][CH2:38][C@@H:37]([C:40]([CH3:42])=[CH2:41])[C@@H:5]3[C@@H:6]3[C@@:19]([CH3:22])([CH2:20][CH2:21]4)[C@@:18]4([CH3:23])[C@@H:9]([C@:10]5([CH3:36])[C@@H:15]([CH2:16][CH2:17]4)[C:14]([CH3:25])([CH3:24])[C:13]([C:26]4[CH:35]=[CH:34][C:29]([C:30]([O:32][CH3:33])=[O:31])=[CH:28][CH:27]=4)=[CH:12][CH2:11]5)[CH2:8][CH2:7]3)[CH2:43]1)[CH2:49][O:55]2. Reported procedure: Methyl 4-((1R,3aS,5aR,5bR,7aR,11aS,11bR,13aR,13bR)-3a-(aziridin-1-yl)-5a,5b,8,8,11a-pentamethyl-1-(prop-1-en-2-yl)-2,3,3a,4,5,5a,5b,6,7,7a,8,11,11a,11b,12,13,13a,13b-octadecahydro-1H-cyclopenta[a]chrysen-9-yl)benzoate (200 mg, 0.351 mmol), (1S,4S)-2-oxa-5-azabicyclo[2.2.1]heptane, HCl (238 mg, 1.755 mmol), and 4° A molecular sieves (250 mg, 0.351 mmol) were combined in a 20 mL scintillation vial. The mixture was dried in a 50° C. vacuum oven for 1 h. THF (5 mL) and N,N-diisopropylethylamine (0.4... Reactants: O=C1C(NC(CC1C(=O)OC)=O)CC1=CC=CC=C1 (3,6-Dioxo-2-(phenylmethyl)-4-piperidinecarboxylic acid, methyl ester), C(C1=CC=CC=C1)O (benzyl alcohol). Product: O=C1C(NC(CC1C(=O)OCC1=CC=CC=C1)=O)CC1=CC=CC=C1 ((±)-3,6-dioxo-2-(phenylmethyl)-4-piperidinecarboxylic acid, phenylmethyl ester). As a reaction SMILES: [O:1]=[C:2]1[CH:7]([C:8]([O:10][CH3:11])=[O:9])[CH2:6][C:5](=[O:12])[NH:4][CH:3]1[CH2:13][C:14]1[CH:19]=[CH:18][CH:17]=[CH:16][CH:15]=1.C(O)[C:21]1[CH:26]=[CH:25][CH:24]=[CH:23][CH:22]=1>>[O:1]=[C:2]1[CH:7]([C:8]([O:10][CH2:11][C:21]2[CH:26]=[CH:25][CH:24]=[CH:23][CH:22]=2)=[O:9])[CH2:6][C:5](=[O:12])[NH:4][CH:3]1[CH2:13][C:14]1[CH:19]=[CH:18][CH:17]=[CH:16][CH:15]=1. Procedure details: 3,6-Dioxo-2-(phenylmethyl)-4-piperidinecarboxylic acid, methyl ester, 4 g (0.015 mole) was added to benzyl alcohol, 8.1 g (0.075 mole), and the mixture warmed to 170° for three hours. The mixture was cooled and the residue chromatographed using 200 g of silica gel and eluting with 500 ml of dichloromethane-methanol (98:2) to give (±)-3,6-dioxo-2-(phenylmethyl)-4-piperidinecarboxylic acid, phenylmethyl ester, 4.5 g; mp. 119°-120.5°. Reactants: NOCc1ccccc1, C1CCOC1, Cl, O=C(Cl)C=CSc1ccccc1, c1ccncc1. Yields the product O=C(C=CSc1ccccc1)NOCc1ccccc1. As a reaction SMILES: [CH2:20]([c:21]1[cH:22][cH:23][cH:24][cH:25][cH:26]1)[O:27][NH2:28].[CH2:29]1[O:30][CH2:31][CH2:32][CH2:33]1.[ClH:19].[c:7]1([S:13][CH:14]=[CH:15][C:16](=[O:17])[Cl:18])[cH:8][cH:9][cH:10][cH:11][cH:12]1.[cH:1]1[cH:2][cH:3][n:4][cH:5][cH:6]1>>[c:7]1([S:13][CH:14]=[CH:15][C:16](=[O:17])[NH:28][O:27][CH2:20][c:21]2[cH:22][cH:23][cH:24][cH:25][cH:26]2)[cH:8][cH:9][cH:10][cH:11][cH:12]1. Reactants: CCCCCO, CCOCC, Clc1nc(Cl)c2nc[nH]c2n1, Nc1cccc([N+](=O)[O-])c1. The product is O=[N+]([O-])c1cccc(Nc2nc(Cl)nc3[nH]cnc23)c1. RXN SMILES: [CH2:22]([OH:23])[CH2:24][CH2:25][CH2:26][CH3:27].[CH3:28][CH2:29][O:30][CH2:31][CH3:32].[Cl:1][c:2]1[n:3][c:4]([Cl:11])[c:5]2[n:6][cH:7][nH:8][c:9]2[n:10]1.[N+:12](=[O:13])([O-:14])[c:15]1[cH:16][c:17]([NH2:18])[cH:19][cH:20][cH:21]1>>[Cl:1][c:2]1[n:3][c:4]([NH:18][c:17]2[cH:16][c:15]([N+:12](=[O:13])[O-:14])[cH:21][cH:20][cH:19]2)[c:5]2[n:6][cH:7][nH:8][c:9]2[n:10]1. Yields the product ClC1=C(OC=2C=[N+](C=CC2[N+](=O)[O-])[O-])C=CC=C1 (3-(o-Chlorophenoxy)-4-nitropyridine N-oxide). Procedure details: A solution of 3.16 g of 3-fluoro-4-nitropyridine N-oxide [Rocz. Chem. 40, 1675 (1966), Chem. Abstr. 69, 59059d (1968)] and 2.58 g of o-chlorophenol in 250 ml of acetone is treated with 5.6 g of anhydrous potassium carbonate. The heterogeneous mixture is stirred vigorously at 25° C. for 16 hours. The mixture is filtered and concentrated at reduced pressure. The product is dissolved in 200 ml of acetonitrile and chromatographed over neutral alumina. The eluate is concentrated at reduced pressure a... Starting materials: FC=1C=[N+](C=CC1[N+](=O)[O-])[O-] (3-fluoro-4-nitropyridine N-oxide), 59059d, ClC1=C(C=CC=C1)O (o-chlorophenol), C([O-])([O-])=O.[K+].[K+] (potassium carbonate). RXN SMILES: F[C:2]1[CH:3]=[N+:4]([O-:11])[CH:5]=[CH:6][C:7]=1[N+:8]([O-:10])=[O:9].[Cl:12][C:13]1[CH:18]=[CH:17][CH:16]=[CH:15][C:14]=1[OH:19].C(=O)([O-])[O-].[K+].[K+]>CC(C)=O>[Cl:12][C:13]1[CH:18]=[CH:17][CH:16]=[CH:15][C:14]=1[O:19][C:2]1[CH:3]=[N+:4]([O-:11])[CH:5]=[CH:6][C:7]=1[N+:8]([O-:10])=[O:9] |f:2.3.4|. Solvent: CC(=O)C (acetone). Run at temperature 25 celsius, time 16 hour. The reactants are COCCBr, CS(C)=O, Fc1ccc(OC(F)(F)F)c2cc[nH]c12, [K+], [OH-]. Yields the product COCCn1ccc2c(OC(F)(F)F)ccc(F)c21. RXN SMILES: [CH3:18][O:19][CH2:20][CH2:21][Br:22].[CH3:23][S:24]([CH3:25])=[O:26].[F:1][c:2]1[cH:3][cH:4][c:5]([O:11][C:12]([F:13])([F:14])[F:15])[c:6]2[cH:7][cH:8][nH:9][c:10]12.[K+:17].[OH-:16]>>[F:1][c:2]1[cH:3][cH:4][c:5]([O:11][C:12]([F:13])([F:14])[F:15])[c:6]2[cH:7][cH:8][n:9]([CH2:21][CH2:20][O:19][CH3:18])[c:10]12. Reactants: OCCC=1NC2=CC=C(C=C2C1)CC(=O)OC (Methyl 2-(2-hvdroxyethyl)indole-5-acetate), O(C1=CC=CC=C1)C1=CC(=C(C=C1)O)CCC (4-phenoxy-2-propylphenol), C1(=CC=CC=C1)P(C1=CC=CC=C1)C1=CC=CC=C1 (triphenylphosphine), CC(C)OC(=O)/N=N/C(=O)OC(C)C (DIAD), N1C=CC2=CC=CC=C12 (indole). The solvent is C1CCOC1 (THF). The product is C(C=C)OC1=CC=C(C=C1)OC1=CC=CC=C1 (4-Phenoxyphenyl allyl ether). The yield is 122.1%. RXN SMILES: OCCC1N[C:6]2[C:11](C=1)=[CH:10][C:9](CC(OC)=O)=[CH:8][CH:7]=2.[O:18]([C:25]1[CH:30]=[CH:29][C:28]([OH:31])=[C:27](CCC)[CH:26]=1)[C:19]1C=CC=[CH:21][CH:20]=1.C1(P(C2C=CC=CC=2)C2C=CC=CC=2)C=CC=CC=1.CC(OC(/N=N/C(OC(C)C)=O)=O)C.N1C2C(=CC=CC=2)C=C1>C1COCC1>[CH2:19]([O:18][C:25]1[CH:30]=[CH:29][C:28]([O:31][C:6]2[CH:7]=[CH:8][CH:9]=[CH:10][CH:11]=2)=[CH:27][CH:26]=1)[CH:20]=[CH2:21]. Procedure details: A solution of methyl 2-(2-hydroxyethyl)indole-5-acetate from Example 1, Step E (7.6 g), 4-phenoxy-2-propylphenol (8.28 g), triphenylphosphine (11.2 g), DIAD (8.5 mL) and THF (125 mL) was stirred under nitrogen at room temperature. After stirring overnight none of the starting indole remained as determined by TLC and the reaction was concentrated to a yellow oil. The oil was purified by silca gel chromatography (10%-20% ethyl acetate in hexanes) to give the desired product (9.0 g). The reactants are N#CC1(C(=O)O)N=c2ccccc2=C1c1ccccc1, COC(=O)c1ccc2[nH]c(C#N)c(-c3ccccc3)c2c1, CCO, Cl. Yields the product N#Cc1[nH]c2ccc(C(=O)O)cc2c1-c1ccccc1. RXN SMILES: [C:23]([C:24]1([C:25]([OH:26])=[O:27])[C:28]([c:29]2[cH:30][cH:31][cH:32][cH:33][cH:34]2)=[c:35]2[c:36]([cH:37][cH:38][cH:39][cH:40]2)=[N:41]1)#[N:42].[CH3:1][O:2][C:3](=[O:4])[c:5]1[cH:6][c:7]2[c:8](-[c:16]3[cH:17][cH:18][cH:19][cH:20][cH:21]3)[c:9]([C:14]#[N:15])[nH:10][c:11]2[cH:12][cH:13]1.[CH3:43][CH2:44][OH:45].[ClH:22]>>[O:2]=[C:3]([OH:4])[c:5]1[cH:6][c:7]2[c:8](-[c:16]3[cH:17][cH:18][cH:19][cH:20][cH:21]3)[c:9]([C:14]#[N:15])[nH:10][c:11]2[cH:12][cH:13]1.